Dataset: the Open Reaction Database (ORD), a public repository of structured organic reaction records. Task: describe an organic reaction: reactants, conditions, products, and yield Reactants: NC1=CC=C(C=C1)C(C1=CC=CC=C1)=O (para-aminobenzophenone), C1=C(C=CC2=CC=CC=C12)OCC(=O)O (2-naphthoxyacetic acid), acid chloride. Run in O (water), C([O-])(O)=O.[Na+] (sodium bicarbonate), ClCCl (dichloromethane), C(C)N(CC)CC (triethylamine). Conditions: temperature -78 celsius, time 1 hour. Product: C(C)(=O)C1=CC=C(C=C1)NC(COC1=CC2=CC=CC=C2C=C1)=O (N-(4-acetylphenyl)-2-naphthoxyacetamide). Yield: 121.7%. Reaction SMILES: [NH2:1][C:2]1[CH:7]=[CH:6][C:5]([C:8](=[O:15])[C:9]2C=CC=CC=2)=[CH:4][CH:3]=1.[CH:16]1[C:25]2[C:20](=[CH:21][CH:22]=[CH:23][CH:24]=2)[CH:19]=[CH:18][C:17]=1[O:26][CH2:27][C:28]([OH:30])=O>ClCCl.C(N(CC)CC)C.O.C(=O)(O)[O-].[Na+]>[C:8]([C:5]1[CH:6]=[CH:7][C:2]([NH:1][C:28](=[O:30])[CH2:27][O:26][C:17]2[CH:18]=[CH:19][C:20]3[C:25](=[CH:24][CH:23]=[CH:22][CH:21]=3)[CH:16]=2)=[CH:3][CH:4]=1)(=[O:15])[CH3:9] |f:5.6|. Procedure details: A stirred mixture of para-aminobenzophenone (6.75 g) in dichloromethane (75 mL) and triethylamine (20 mL) was chilled to -78° C. and treated with the acid chloride prepared from 2-naphthoxyacetic acid (10.1 g). The mixture was stirred for 30 minutes at -78° C. and for 1 hour at room temperature. The mixture was diluted with water and sodium bicarbonate solution and the solids were recovered by filtration and washed with water and dichloromethane to give 13.3 g of N-(4-acetylphenyl)-2-naphthoxyac... RXN SMILES: [CH:1]1([C:4]2[CH:5]=[C:6]3[C:11](=[CH:12][CH:13]=2)[CH:10]=[N:9][CH:8]=[CH:7]3)[CH2:3][CH2:2]1.[In].[NH4+].[Cl-]>CCO>[CH:1]1([C:4]2[CH:5]=[C:6]3[C:11](=[CH:12][CH:13]=2)[CH2:10][NH:9][CH2:8][CH2:7]3)[CH2:3][CH2:2]1 |f:2.3|. The solvent is CCO (EtOH). Product: C1(CC1)C=1C=C2CCNCC2=CC1 (6-cyclopropyl-1,2,3,4-tetrahydro-isoquinoline). Procedure details: To a solution of 6-cyclopropylisoquinoline (0.500 g, 0.003 mol) in EtOH (15 mL) was added indium powder (3 g) and saturated aqueous NH4Cl (5 mL). The reaction mixture was heated at reflux for 36 h while stirring. After completion, the reaction mixture was filtered through Celite® (diatomaceous earth) and the filtrate concentrated at reduced pressure to afford crude 6-cyclopropyl-1,2,3,4-tetrahydro-isoquinoline. Purification was done by silica gel column chromatography eluting with MeOH in CH2Cl2... The reactants are C1(CC1)C=1C=C2C=CN=CC2=CC1 (6-cyclopropylisoquinoline), [In] (indium), [NH4+].[Cl-] (NH4Cl). Isolated yield 57.7%. RXN SMILES: [CH3:1][C:2]1([CH3:23])[CH:11]=[C:10]([C:12]2[C:21]3[C:16](=[CH:17][CH:18]=[CH:19][CH:20]=3)[CH:15]=[CH:14][CH:13]=2)[C:9]2[C:4](=[CH:5][C:6]([OH:22])=[CH:7][CH:8]=2)[O:3]1.[CH2:24]([CH:26]1[O:28][CH2:27]1)Cl.C(=O)([O-])[O-].[K+].[K+]>CC(C)=O>[O:28]1[CH2:27][CH:26]1[CH2:24][O:22][C:6]1[CH:5]=[C:4]2[C:9]([C:10]([C:12]3[C:21]4[C:16](=[CH:17][CH:18]=[CH:19][CH:20]=4)[CH:15]=[CH:14][CH:13]=3)=[CH:11][C:2]([CH3:23])([CH3:1])[O:3]2)=[CH:8][CH:7]=1 |f:2.3.4|. Product: O1C(COC2=CC=C3C(=CC(OC3=C2)(C)C)C2=CC=CC3=CC=CC=C23)C1 (7-(2,3-Epoxypropoxy)-2,2-dimethyl-4-(1-naphthyl)-2H-chromene). Procedure: 2,2-Dimethyl-4-(1-naphthyl)-2H-chromen-7-ol (7.92 g, 0.026 moles) and epichlorohydrin (28,5 ml) were dissolved in acetone (50 ml). Potassium carbonate (6.3 g), was added and the mixture refluxed for 6 hours, allowed to cool and filtered. The acetone was removed in vacuo and the residue dissolved in ether, washed with water and dried. Removal of solvent gave the title product as an orange oil (8.1 g, 86%) which was used in the next reaction without further purification. Yield: 86.0%. Reactants: CC1(OC2=CC(=CC=C2C(=C1)C1=CC=CC2=CC=CC=C12)O)C (2,2-Dimethyl-4-(1-naphthyl)-2H-chromen-7-ol), C(Cl)C1CO1 (epichlorohydrin), C([O-])([O-])=O.[K+].[K+] (Potassium carbonate). Solvent: CC(=O)C (acetone). As a reaction SMILES: [C:1](#[N:2])[c:3]1[cH:4][c:5]2[c:10]([cH:11][cH:12]1)[NH:9][CH2:8][CH:7]([NH:13][C:14](=[O:15])[NH:16][c:17]1[cH:18][cH:19][cH:20][cH:21][cH:22]1)[CH2:6]2.[Cl:23][c:24]1[cH:25][c:26]([CH:27]=[O:28])[cH:29][cH:30][cH:31]1>>[C:1](#[N:2])[c:3]1[cH:4][c:5]2[c:10]([cH:11][cH:12]1)[N:9]([CH2:27][c:26]1[cH:25][c:24]([Cl:23])[cH:31][cH:30][cH:29]1)[CH2:8][CH:7]([NH:13][C:14](=[O:15])[NH:16][c:17]1[cH:18][cH:19][cH:20][cH:21][cH:22]1)[CH2:6]2. Reactants: N#Cc1ccc2c(c1)CC(NC(=O)Nc1ccccc1)CN2, O=Cc1cccc(Cl)c1. The product is N#Cc1ccc2c(c1)CC(NC(=O)Nc1ccccc1)CN2Cc1cccc(Cl)c1. Reaction SMILES: [S:1]1[CH:5]=[CH:4][CH:3]=[C:2]1B(O)O.[CH3:9][O:10][C:11](=[O:19])[C:12]1[CH:17]=[CH:16][C:15](Br)=[CH:14][CH:13]=1>>[CH3:9][O:10][C:11]([C:12]1[CH:17]=[CH:16][C:15]([C:2]2[S:1][CH:5]=[CH:4][CH:3]=2)=[CH:14][CH:13]=1)=[O:19]. The reactants are S1C(=CC=C1)B(O)O (thiophene-2-boronic acid), COC(C1=CC=C(C=C1)Br)=O (methyl-4-bromobenzoate). Product: COC(=O)C1=CC=C(C=C1)C=1SC=CC1 (2-(4-methoxycarbonylphenyl)thiophene). Yield: 64.5%. Procedure: 2-(4-methoxycarbonylphenyl)thiophene was prepared in the same manner as described in Example 32C from thiophene-2-boronic acid (1.0 g, 7.81 mmol) and methyl-4-bromobenzoate (1.68 g, 7.81 mmol). Purification by column chromatography using 2% ethyl acetate/hexanes gave 1.1 g of 2-(4-methoxycarbonylphenyl)thiophene as a white solid (65% yield).